Dataset: the Open Reaction Database (ORD), a public repository of structured organic reaction records. Task: describe an organic reaction: reactants, conditions, products, and yield The reactants are C(N)(=N)C=1C=C2C3C(C(NC2=CC1)C1=C(C=C(C(=C1)OC)O)C1=C(C=C(C=C1)C(=O)O)OC)CC1=CC=CC=C13 (2′-(2-Carbamimidoyl-5,6a,7,11b-tetrahydro-6H-indeno[2,1-c]quinolin-6-yl)-5′-hydroxy-2,4′-dimethoxy-biphenyl-4-carboxylic acid), C(C1=CC=CC=C1)N (benzylamine). The product is C(C1=CC=CC=C1)NC(=O)C1=CC(=C(C=C1)C1=C(C=C(C(=C1)O)OC)C1NC2=CC=C(C=C2C2C1CC1=CC=CC=C12)C(N)=N)OC (2′-(2-Carbamimidoyl-5,6a,7,11b-tetrahydro-6H-indeno[2,1-c]quinolin-6-yl)-5′-hydroxy-2,4′-dimethoxy-biphenyl-4-carboxylic acid benzylamide). As a reaction SMILES: [C:1]([C:4]1[CH:5]=[C:6]2[C:11](=[CH:12][CH:13]=1)[NH:10][CH:9]([C:14]1[CH:19]=[C:18]([O:20][CH3:21])[C:17]([OH:22])=[CH:16][C:15]=1[C:23]1[CH:28]=[CH:27][C:26]([C:29](O)=[O:30])=[CH:25][C:24]=1[O:32][CH3:33])[CH:8]1[CH2:34][C:35]3[C:40]([CH:7]21)=[CH:39][CH:38]=[CH:37][CH:36]=3)(=[NH:3])[NH2:2].[CH2:41]([NH2:48])[C:42]1[CH:47]=[CH:46][CH:45]=[CH:44][CH:43]=1>>[CH2:41]([NH:48][C:29]([C:26]1[CH:27]=[CH:28][C:23]([C:15]2[CH:16]=[C:17]([OH:22])[C:18]([O:20][CH3:21])=[CH:19][C:14]=2[CH:9]2[CH:8]3[CH2:34][C:35]4[C:40]([CH:7]3[C:6]3[C:11](=[CH:12][CH:13]=[C:4]([C:1](=[NH:2])[NH2:3])[CH:5]=3)[NH:10]2)=[CH:39][CH:38]=[CH:37][CH:36]=4)=[C:24]([O:32][CH3:33])[CH:25]=1)=[O:30])[C:42]1[CH:47]=[CH:46][CH:45]=[CH:44][CH:43]=1. Procedure: Example 236 was prepared according to the protocol described for example 235 from 2′-(2-Carbamimidoyl-5,6a,7,11b-tetrahydro-6H-indeno[2,1-c]quinolin-6-yl)-5′-hydroxy-2,4′-dimethoxy-biphenyl-4-carboxylic acid (example 235 step a) and benzylamine. Mass Spectrum: 625 (M+1). Reactants: O (water), C(C1=CC=CC=C1)OC(=O)N[C@@H](CC(C)C)C(=O)N[C@H]([C@H]([C@H]([C@@H](C(=O)N[C@@H](CC(=O)O)C1=CC=CC=C1)O)O)O)CO ((S)-3-[(2S,3R,4R,5S)-5-(N-benzyloxycarbonyl-L-leucyl)amino-2,3,4,6-tetrahydroxyhexanoyl]amino-3-phenylpropionic acid), N12CCCCCC2=NCCC1 (1,8-diazabicyclo[5.4.0]undec-7-ene), C(C(C)(C)C)(=O)OCI (iodomethyl pivalate). Solvent: CN(C=O)C (dimethylformamide), CN(C=O)C (dimethylformamide). Reaction conditions: time 1 hour. Yields the product C(C1=CC=CC=C1)OC(=O)N[C@@H](CC(C)C)C(=O)N[C@H]([C@H]([C@H]([C@@H](C(=O)N[C@@H](CC(=O)OCOC(C(C)(C)C)=O)C1=CC=CC=C1)O)O)O)CO (pivaloyloxymethyl (S)-3-[(2S,3R,4R,5S)-5-(N-benzyloxycarbonyl-L-leucyl)amino-2,3,4,6-tetrahydroxyhexanoyl]amino-3-phenylpropionate). Isolated yield 45.4%. RXN SMILES: [CH2:1]([O:8][C:9]([NH:11][C@H:12]([C:17]([NH:19][C@@H:20]([CH2:41][OH:42])[C@@H:21]([OH:40])[C@@H:22]([OH:39])[C@H:23]([OH:38])[C:24]([NH:26][C@H:27]([C:32]1[CH:37]=[CH:36][CH:35]=[CH:34][CH:33]=1)[CH2:28][C:29]([OH:31])=[O:30])=[O:25])=[O:18])[CH2:13][CH:14]([CH3:16])[CH3:15])=[O:10])[C:2]1[CH:7]=[CH:6][CH:5]=[CH:4][CH:3]=1.N12CCCN=C1CCCCC2.[C:54]([O:60][CH2:61]I)(=[O:59])[C:55]([CH3:58])([CH3:57])[CH3:56].O>CN(C)C=O>[CH2:1]([O:8][C:9]([NH:11][C@H:12]([C:17]([NH:19][C@@H:20]([CH2:41][OH:42])[C@@H:21]([OH:40])[C@@H:22]([OH:39])[C@H:23]([OH:38])[C:24]([NH:26][C@H:27]([C:32]1[CH:33]=[CH:34][CH:35]=[CH:36][CH:37]=1)[CH2:28][C:29]([O:31][CH2:61][O:60][C:54](=[O:59])[C:55]([CH3:58])([CH3:57])[CH3:56])=[O:30])=[O:25])=[O:18])[CH2:13][CH:14]([CH3:15])[CH3:16])=[O:10])[C:2]1[CH:7]=[CH:6][CH:5]=[CH:4][CH:3]=1. Procedure: To a solution of (S)-3-[(2S,3R,4R,5S)-5-(N-benzyloxycarbonyl-L-leucyl)amino-2,3,4,6-tetrahydroxyhexanoyl]amino-3-phenylpropionic acid (295 mg) and 1,8-diazabicyclo[5.4.0]undec-7-ene (0.082 ml) in dimethylformamide (2 ml) was added a solution of iodomethyl pivalate (139 mg) in dimethylformamide (1 ml) and the mixture was stirred at room temperature for 1 hour. After addition of water, the reaction mixture was extracted with ethyl acetate and the extract was washed with 10% aqueous citric acid sol... The reactants are O1C(=CC=C1)C=O (2-furaldehyde), CC(=O)C1=CC=C(C=C1)F (4-fluoroacetophenone), C[O-].[Na+] (sodium methoxide). Run in CO (methanol). Reaction conditions: time 18 hour. Yields the product FC1=CC=C(C=C1)C(CCC=1OC=CC1)=O (1-(4-fluorophenyl)-3-(2-furanyl)propan-1-one). Yield: 81.6%. As a reaction SMILES: [O:1]1[CH:5]=[CH:4][CH:3]=[C:2]1[CH:6]=O.[CH3:8][C:9]([C:11]1[CH:16]=[CH:15][C:14]([F:17])=[CH:13][CH:12]=1)=[O:10].C[O-].[Na+]>CO>[F:17][C:14]1[CH:15]=[CH:16][C:11]([C:9](=[O:10])[CH2:8][CH2:6][C:2]2[O:1][CH:5]=[CH:4][CH:3]=2)=[CH:12][CH:13]=1 |f:2.3|. Reported procedure: To a solution of 2-furaldehyde (4.15 ml, 50 mmol) and 4-fluoroacetophenone (6.16 ml, 50 mmol) in methanol (200 ml), sodium methoxide (2.85 g, 50 mmol) was added. After stirring at room temperature for 18 hours, the reaction mixture was concentrated, resuspended in ethyl acetate (600 ml) and diluted with water. The organic layer was separated, washed with brine, dried (MgSO4), filtered and concentrated. The crude solid (10.27 g) was purified by chromatography (silica gel, hexane/ethyl acetate, 7/...